Dataset: the Open Reaction Database (ORD), a public repository of structured organic reaction records. Task: describe an organic reaction: reactants, conditions, products, and yield The reactants are O=C(NCC=1C=CC=CC1OC)C(F)(F)F. The reagents and catalysts are O=S(=O)([O-])CC=1C=NC(=CC1)C2=NC=C(C=C2)C.CCCC[N+](CCCC)(CCCC)CCCC, O1B(OC(C)(C)C1(C)C)B2OC(C)(C)C(O2)(C)C, C[OH2+].C[OH2+].C1CC=CCCC=C1.C1CC=CCCC=C1.[Ir].[Ir]. The solvent is O1CCCC1. Run at temperature 50 celsius, time 20 hour. The product is O=C(NCC1=CC(=CC=C1OC)B2OC(C)(C)C(O2)(C)C)C(F)(F)F, O=C(NCC1=CC=C(C=C1OC)B2OC(C)(C)C(O2)(C)C)C(F)(F)F. The yield is 48.0%. Procedure details: Following general procedure F using 2,2,2‐Trifluoro‐N‐(2‐methoxybenzyl)acetamide (58.3 mg, 0.25 mmol), B2pin2 (127 mg, 0.50 mmol), [Ir(COD)OMe]2 (2.5 mg, 0.00375 mmol) and 1a (3.8 mg, 0.0075 mmol) in THF (1.25 mL). The reaction was stirred at 50 °C for 20 hours before cooling and the solvents removed. Analysis of crude 1 H NMR using internal standard 1,2‐dimethoxyethane showed 1:1 meta:para borylation in 97% yield. The crude product was purified by silica gel chromatography (Pet. Ether (40‐60):E... The reactants are ClC1=NC2=CC=CC=C2N=C1C (2-Chloro-3-methylquinoxaline), C (Norit), N1C(NCCC=C1)=S (tetrahydro-1,3-diazepine-2-thione). The solvent is CO (methanol). Conditions: temperature 50 celsius. Yields the product Cl.CC=1C(=NC2=CC=CC=C2N1)SC=1NCCCCN1 (3-Methyl-2-(4,5,6,7-tetrahydro-1H-1,3-diazepin-2-ylthio)-quinoxaline, hydrochloride). Reaction SMILES: [Cl:1][C:2]1[C:11]([CH3:12])=[N:10][C:9]2[C:4](=[CH:5][CH:6]=[CH:7][CH:8]=2)[N:3]=1.C.[NH:14]1[CH:20]=[CH:19][CH2:18][CH2:17][NH:16][C:15]1=[S:21]>CO>[ClH:1].[CH3:12][C:11]1[C:2]([S:21][C:15]2[NH:16][CH2:17][CH2:18][CH2:19][CH2:20][N:14]=2)=[N:3][C:4]2[C:9]([N:10]=1)=[CH:8][CH:7]=[CH:6][CH:5]=2 |f:4.5|. Procedure details: 2-Chloro-3-methylquinoxaline (5.36 g., 0.03 mole) was dissolved in 150 ml. methanol, treated with Norit and filtered. The filtrate was added to 3.91 g. (0.03 mole) of tetrahydro-1,3-diazepine-2-thione. The mixture was stirred in a waterbath heated at 50° C. for 2 hours. The resulting orange solution was concentrated to a volume of 75 ml., then diluted with 150 ml. acetone. The mixture was chilled and 2.5 g. of a solid collected. An additional 3.2 g. of solid was recovered from the mother liquor.... Reactants: Cl.N[C@H]([C@H](O)C1=CC=CC=C1)CCC.[Ar] (argon (1R,2S)-2-amino-1-phenylpentan-1-ol hydrochloride), FC1=CC=C(C=C1)N1N=CC2=CC(=CC=C12)I (1-(4-fluorophenyl)-5-iodo-1H-indazole), C([O-])([O-])=O.[Cs+].[Cs+] (cesium carbonate). The reagents and catalysts are [Cu]I (copper(I)iodide). Run in C(CCC)#N (butyronitrile). Conditions: temperature 125 celsius. Product: FC1=CC=C(C=C1)N1N=CC2=CC(=CC=C12)O[C@@H]([C@H](CCC)N)C1=CC=CC=C1 ((1R,2S)-(1-(4-fluorophenyl)-1H-indazol-5-yloxy)-1-phenylpentan-2-amine). RXN SMILES: Cl.[NH2:2][C@@H:3]([CH2:12][CH2:13][CH3:14])[C@@H:4]([C:6]1[CH:11]=[CH:10][CH:9]=[CH:8][CH:7]=1)[OH:5].[Ar].[F:16][C:17]1[CH:22]=[CH:21][C:20]([N:23]2[C:31]3[C:26](=[CH:27][C:28](I)=[CH:29][CH:30]=3)[CH:25]=[N:24]2)=[CH:19][CH:18]=1.C(=O)([O-])[O-].[Cs+].[Cs+]>C(#N)CCC.[Cu]I>[F:16][C:17]1[CH:18]=[CH:19][C:20]([N:23]2[C:31]3[C:26](=[CH:27][C:28]([O:5][C@H:4]([C:6]4[CH:11]=[CH:10][CH:9]=[CH:8][CH:7]=4)[C@@H:3]([NH2:2])[CH2:12][CH2:13][CH3:14])=[CH:29][CH:30]=3)[CH:25]=[N:24]2)=[CH:21][CH:22]=1 |f:0.1.2,4.5.6|. Reported procedure: In a vial under argon (1R,2S)-2-amino-1-phenylpentan-1-ol hydrochloride (91b, 46 mg, 0.21 mmol), 1-(4-fluorophenyl)-5-iodo-1H-indazole (87 mg, 0.26 mmol), copper(I)iodide (8.12 mg, 0.04 mmol) and cesium carbonate (278 mg, 0.85 mmol) were mixed in butyronitrile (0.6 mL). The vial was sealed and heated to 125° C. for 16 h. The mixture was filtered through celite. The celite was washed with ethyl acetate. The collected organic phases were evaporated and the crude product was purified by preparative... Starting materials: NC1=NC2=CC=C(C(=C2C(=N1)N)C)N (2,4,6-triamino-5-methylquinazoline), Cl (hydrochloric acid), N(=O)[O-].[Na+] (sodium nitrite), [C-]#N.[K+] (potassium cyanide), N1=C(N=CC2=CC=CC=C12)[N+]#N (quinazoline diazonium). The reagents and catalysts are O.O.O.O.O.S(=O)(=O)([O-])[O-].[Cu+2] (copper(II) sulfate pentahydrate). Run in C([O-])([O-])=O.[K+].[K+] (potassium carbonate), O (water), O (water), O (water). Run at temperature 5 celsius, time 10 minute. Product: NC1=NC2=CC=C(C(=C2C(=N1)N)C)C#N (2,4-diamino-6-cyano-5-methylquinazoline). RXN SMILES: [NH2:1][C:2]1[N:11]=[C:10]([NH2:12])[C:9]2[C:4](=[CH:5][CH:6]=[C:7](N)[C:8]=2[CH3:13])[N:3]=1.Cl.N([O-])=O.[Na+].[C-]#N.[K+].[N:23]1C2C(=CC=CC=2)C=N[C:24]=1[N+]#N>O.C(=O)([O-])[O-].[K+].[K+].O.O.O.O.O.S([O-])([O-])(=O)=O.[Cu+2]>[NH2:1][C:2]1[N:11]=[C:10]([NH2:12])[C:9]2[C:4](=[CH:5][CH:6]=[C:7]([C:24]#[N:23])[C:8]=2[CH3:13])[N:3]=1 |f:2.3,4.5,8.9.10,11.12.13.14.15.16.17|. Procedure: Under a nitrogen atmosphere, a stirred solution of 2.5 grams (0.013 mole) of 2,4,6-triamino-5-methylquinazoline (prepared in Example 13) and 25 mL of 2N hydrochloric acid (0.050 mole) was cooled to 5° C., and a solution of 1.1 grams (0.016 mole) of sodium nitrite in 4 mL of water was added dropwise. Upon completion of addition, the reaction mixture was stirred at 5° C. during a 10 minute period. In a separate reaction vessel, a stirred solution of 14.7 grams (0.225 mole) of potassium cyanide in ... The reactants are N#CC1(c2ccccc2)C=CN(Cc2ccc(F)cc2)C(=O)C1, CO, [H][H]. The product is N#CC1(c2ccccc2)CCN(Cc2ccc(F)cc2)C(=O)C1. Reaction SMILES: [C:1](#[N:2])[C:3]1([c:18]2[cH:19][cH:20][cH:21][cH:22][cH:23]2)[CH2:4][C:5](=[O:17])[N:6]([CH2:9][c:10]2[cH:11][cH:12][c:13]([F:16])[cH:14][cH:15]2)[CH:7]=[CH:8]1.[CH3:26][OH:27].[H:24][H:25]>>[C:1](#[N:2])[C:3]1([c:18]2[cH:19][cH:20][cH:21][cH:22][cH:23]2)[CH2:4][C:5](=[O:17])[N:6]([CH2:9][c:10]2[cH:11][cH:12][c:13]([F:16])[cH:14][cH:15]2)[CH2:7][CH2:8]1.